This data is from the Open Reaction Database (ORD), a public repository of structured organic reaction records. The task is: describe an organic reaction: reactants, conditions, products, and yield Starting materials: COC(C=1C(C(=O)OC)=CC(=C(C1)NC1=CC=CC=C1)NC1=CC=CC=C1)=O (4,5-bis(anilino)phthalic acid dimethyl ester), CN (methylamine). The solvent is C(CO)O (ethylene glycol). Yields the product N(C1=CC=CC=C1)C=1C=C2C(C(=O)N(C2=O)C)=CC1NC1=CC=CC=C1 (4,5-Bis(anilino)-N(2) -methyl-phthalimide). RXN SMILES: CO[C:3](=[O:28])[C:4]1[C:5](=[CH:10][C:11]([NH:21][C:22]2[CH:27]=[CH:26][CH:25]=[CH:24][CH:23]=2)=[C:12]([NH:14][C:15]2[CH:20]=[CH:19][CH:18]=[CH:17][CH:16]=2)[CH:13]=1)[C:6](OC)=[O:7].[CH3:29][NH2:30]>C(O)CO>[NH:21]([C:11]1[CH:10]=[C:5]2[C:6](=[O:7])[N:30]([CH3:29])[C:3](=[O:28])[C:4]2=[CH:13][C:12]=1[NH:14][C:15]1[CH:16]=[CH:17][CH:18]=[CH:19][CH:20]=1)[C:22]1[CH:27]=[CH:26][CH:25]=[CH:24][CH:23]=1. Procedure details: Analogously to Example 1, 376 mg (1 mmol) of 4,5-bis(anilino)phthalic acid dimethyl ester in 33 ml of ethylene glycol are heated at 120° and, with stirring, methylamine is passed through the mixture for 18 hours. Thereaction mixture is cooled and extracted with ethyl acetate. The ethyl acetate phases are washed in succession three times with water and once with saturated sodium chloride solution, dried with sodium sulfate and concentrated by evaporation. The evaporation residue is chromatographe... Starting materials: C([O-])([O-])=O.[Cs+].[Cs+] (cesium carbonate), N1C(=NC2=C1C=CC=C2)C(=O)C2=CC=C(C=C2)O ((1H-benzo[d]imidazol-2-yl)(4-hydroxyphenyl)methanone), FC1=NC=CC=C1C1CCC(N(CC1)C)=O (5-(2-fluoropyridin-3-yl)-1-methylazepan-2-one). Solvent: CN1C(CCC1)=O (1-methyl-2-pyrrolidinone). Run at temperature 140 celsius. Product: N1C(=NC2=C1C=CC=C2)C(=O)C2=CC=C(OC1=NC=CC=C1C1CCC(N(CC1)C)=O)C=C2 (5-(2-(4-(1H-benzo[d]imidazole-2-carbonyl)phenoxy)pyridin-3-yl)-1-methylazepan-2-one). Reaction SMILES: C(=O)([O-])[O-].[Cs+].[Cs+].[NH:7]1[C:11]2[CH:12]=[CH:13][CH:14]=[CH:15][C:10]=2[N:9]=[C:8]1[C:16]([C:18]1[CH:23]=[CH:22][C:21]([OH:24])=[CH:20][CH:19]=1)=[O:17].F[C:26]1[C:31]([CH:32]2[CH2:38][CH2:37][N:36]([CH3:39])[C:35](=[O:40])[CH2:34][CH2:33]2)=[CH:30][CH:29]=[CH:28][N:27]=1>CN1CCCC1=O>[NH:7]1[C:11]2[CH:12]=[CH:13][CH:14]=[CH:15][C:10]=2[N:9]=[C:8]1[C:16]([C:18]1[CH:23]=[CH:22][C:21]([O:24][C:26]2[C:31]([CH:32]3[CH2:38][CH2:37][N:36]([CH3:39])[C:35](=[O:40])[CH2:34][CH2:33]3)=[CH:30][CH:29]=[CH:28][N:27]=2)=[CH:20][CH:19]=1)=[O:17] |f:0.1.2|. Procedure: A mixture of cesium carbonate (0.29 g, 0.88 mmol), (1H-benzo[d]imidazol-2-yl)(4-hydroxyphenyl)methanone (0.21 g, 0.878 mmol), and 5-(2-fluoropyridin-3-yl)-1-methylazepan-2-one (0.07 g, 0.29 mmol) in 1-methyl-2-pyrrolidinone (0.5 mL) under argon was heated to 140° C. for 48 h, then cooled to room temperature. The resulting mixture was partitioned between ethyl acetate and water, the layers were separated, and the organic layer was washed with 1N aqueous sodium hydroxide (2×), saturated aqueous so...